From a dataset of the Open Reaction Database (ORD), a public repository of structured organic reaction records. describe an organic reaction: reactants, conditions, products, and yield Reactants: [Cu](C#N)C#N (Copper cyanide), BrC=1C=NC=C(C1C)F (3-bromo-5-fluoro-4-methylpyridine). Run in CN(C=O)C (dimethylformamide). Reaction conditions: temperature 150 celsius, time 5 minute. Product: FC=1C=NC=C(C#N)C1C (5-fluoro-4-methylnicotinonitrile). RXN SMILES: [Cu]([C:4]#[N:5])C#N.Br[C:7]1[CH:8]=[N:9][CH:10]=[C:11]([F:14])[C:12]=1[CH3:13]>CN(C)C=O>[F:14][C:11]1[CH:10]=[N:9][CH:8]=[C:7]([C:12]=1[CH3:13])[C:4]#[N:5]. Procedure details: Copper cyanide (1.87 g, 0.021 mol) was added at room temperature to a sealed tube containing a solution of 3-bromo-5-fluoro-4-methylpyridine (E; 2.0 g, 0.0105 mol) in dimethylformamide (20 mL). The reaction mixture was heated to 150° C. for 16 h. It was then cooled to RT, quenched with 20% aqueous ammonia (30 mL) solution and stirred for 5 min. The reaction mixture was extracted with diethyl ether (2×100 mL). The organic layers were washed with water (2×50 mL), dried over anhydrous sodium sulpha... The reactants are CC1(C)NCc2cc(Br)cnc2NC1=O, CCC#N, C=CC(=O)N(C)Cc1oc2ccccc2c1C, CC(=O)[O-], CC(=O)[O-], CN(C)C=O, [Pd+2]. The product is Cc1c(CN(C)C(=O)C=Cc2cnc3c(c2)CNC(C)(C)C(=O)N3)oc2ccccc12. RXN SMILES: [Br:1][c:2]1[cH:3][c:4]2[c:5]([n:14][cH:15]1)[NH:6][C:7](=[O:13])[C:8]([CH3:11])([CH3:12])[NH:9][CH2:10]2.[C:33](#[N:34])[CH2:35][CH3:36].[CH3:16][N:17]([C:18]([CH:19]=[CH2:20])=[O:21])[CH2:22][c:23]1[o:24][c:25]2[c:26]([c:27]1[CH3:28])[cH:29][cH:30][cH:31][cH:32]2.[O-:43][C:44]([CH3:45])=[O:46].[O-:47][C:48]([CH3:49])=[O:50].[O:37]=[CH:38][N:39]([CH3:40])[CH3:41].[Pd+2:42]>>[c:2]1([CH:20]=[CH:19][C:18]([N:17]([CH3:16])[CH2:22][c:23]2[o:24][c:25]3[c:26]([c:27]2[CH3:28])[cH:29][cH:30][cH:31][cH:32]3)=[O:21])[cH:3][c:4]2[c:5]([n:14][cH:15]1)[NH:6][C:7](=[O:13])[C:8]([CH3:11])([CH3:12])[NH:9][CH2:10]2. Reactants: FC1=CC(=C(C=C1F)C1=C(C=NC=C1)NC)OC ([4-(4,5-difluoro-2-methoxy-phenyl)-pyridin-3-yl]-methyl-amine), FC=1C=C(C(=O)Cl)C=C(C1)C(F)(F)F (3-fluoro-5-(trifluoromethyl)benzoic acid chloride). Run in CCCCCCC.CCOC(=O)C (n-heptane EtOAc). The product is FC1=CC(=C(C=C1F)C1=C(C=NC=C1)N(C(C1=CC(=CC(=C1)C(F)(F)F)F)=O)C)OC (N-[4-(4,5-Difluoro-2-methoxy-phenyl)-pyridin-3-yl]-3-fluoro-N-methyl-5-trifluoromethyl-benzamide). Reaction SMILES: [F:1][C:2]1[C:7]([F:8])=[CH:6][C:5]([C:9]2[CH:14]=[CH:13][N:12]=[CH:11][C:10]=2[NH:15][CH3:16])=[C:4]([O:17][CH3:18])[CH:3]=1.[F:19][C:20]1[CH:21]=[C:22]([CH:26]=[C:27]([C:29]([F:32])([F:31])[F:30])[CH:28]=1)[C:23](Cl)=[O:24]>CCCCCCC.CCOC(C)=O>[F:1][C:2]1[C:7]([F:8])=[CH:6][C:5]([C:9]2[CH:14]=[CH:13][N:12]=[CH:11][C:10]=2[N:15]([CH3:16])[C:23](=[O:24])[C:22]2[CH:26]=[C:27]([C:29]([F:32])([F:31])[F:30])[CH:28]=[C:20]([F:19])[CH:21]=2)=[C:4]([O:17][CH3:18])[CH:3]=1 |f:2.3|. Procedure: The title compound was prepared in analogy to example 72, intermediate, from [4-(4,5-difluoro-2-methoxy-phenyl)-pyridin-3-yl]-methyl-amine and 3-fluoro-5-(trifluoromethyl)benzoic acid chloride (CAS RN 171243-30-4) and using a gradient of n-heptane:EtOAc (100:0 to 20:80) for the chromatographic purification. Yellow solid (33%). MS (ESI): m/z=441.103 [M+H]+. The reactants are BrC=1C=NC=CC1Cl (3-bromo-4-chloropyridine), C([O-])([O-])=O.[Cs+].[Cs+] (cesium carbonate), N1CCC1 (azetidine). Run in COCCOC (1,2-dimethoxyethane). Run at time 5 minute. Yields the product N1(CCC1)C1=C(C=NC=C1)Br (4-(azetidin-1-yl)-3-bromopyridine). The yield is 98.8%. RXN SMILES: [Br:1][C:2]1[CH:3]=[N:4][CH:5]=[CH:6][C:7]=1Cl.C(=O)([O-])[O-].[Cs+].[Cs+].[NH:15]1[CH2:18][CH2:17][CH2:16]1>COCCOC>[N:15]1([C:7]2[CH:6]=[CH:5][N:4]=[CH:3][C:2]=2[Br:1])[CH2:18][CH2:17][CH2:16]1 |f:1.2.3|. Procedure details: To a 16×100 mm reaction tube under N2 was added, 3-bromo-4-chloropyridine (320 mg, 1.663 mmol), cesium carbonate (1.65 g, 5.06 mmol), and 1,2-dimethoxyethane (3 mL). The reaction mixture was flushed with nitrogen and then treated with azetidine (210 μL, 3.12 mmol). The reaction mixture was securely capped, stirred at room temperature for 5 min, then heated at 90° C. for 18 h. The reaction mixture was filtered through a small Celite plug by gravity, washed with dichloromethane (30 mL) and the vol... Reactants: C(O)CN (ethanolamine), [OH-].[K+] (KOH), C(C(C)(C)C)(=O)Cl (pivaloyl chloride). The solvent is O (H2O). Run at time 18 hour. The product is OCCNC(C(C)(C)C)=O (N-(2-hydroxyethyl)pivalamide). Yield: 50.8%. As a reaction SMILES: [CH2:1]([CH2:3][NH2:4])[OH:2].[OH-].[K+].[C:7](Cl)(=[O:12])[C:8]([CH3:11])([CH3:10])[CH3:9]>O>[OH:2][CH2:1][CH2:3][NH:4][C:7](=[O:12])[C:8]([CH3:11])([CH3:10])[CH3:9] |f:1.2|. Procedure: To a stirred 4° aqueous solution containing ethanolamine (610 mg, 10 mmol), KOH (840 mg, 15 mmol) and H2O (15 mL) was added pivaloyl chloride (1.44 g, 12 mmol) whereupon the reaction was allowed to slowly warm to 20°. After stirring for 18 hr, the solution was extracted 4× with EtOAc,. The combined organic layers were washed with brine, dried over Na2SO4 prior to concentration using a rotary evaporator to yield 737 mg of a clear oil.